From a dataset of the Open Reaction Database (ORD), a public repository of structured organic reaction records. describe an organic reaction: reactants, conditions, products, and yield Reactants: C(C)(C)(C)C(C(=O)O)(C(=O)O)C1=CC=CC=C1 (tert-butyl phenyl malonic acid), NC1[C@@H]2N(C(=C(CS2)C=CC(=O)OC(C)(C)C)C(=O)OC(C)(C)C)C1=O.CC=1C=CC(=CC1)S(=O)(=O)O (tert-butyl 7-amino-3-(2'-tert-butoxycarbonylvinyl)-3-cephem-4-carboxylate p-toluenesulfonate), C([O-])(O)=O.[Na+] (sodium bicarbonate), C(C)(C)(C)C(C(=O)Cl)(C(=O)Cl)C1=CC=CC=C1 (tert-butyl phenylmalonic acid chloride). Reagents/catalysts: O (water). Solvent: C1=CC=CC=C1 (benzene), C(C(=O)Cl)(=O)Cl (oxalyl chloride), CN(C=O)C (dimethylformamide), CC(=O)C (acetone), CC(=O)C (acetone). Reaction conditions: time 10 minute. The product is C(C)(C)(C)OC(=O)C=CC=1CS[C@H]2N(C1C(=O)OC(C)(C)C)C(C2NC(C(C2=CC=CC=C2)C(=O)OC(C)(C)C)=O)=O (tert-butyl 3-(2'-tert-butoxycarbonylvinyl)-7-(2'-tert-butoxycarbonyl-2'-phenylacetamido)-3-cephem-4-carboxylate). RXN SMILES: [NH2:1][CH:2]1[C:25](=[O:26])[N:4]2[C:5]([C:18]([O:20][C:21]([CH3:24])([CH3:23])[CH3:22])=[O:19])=[C:6]([CH:9]=[CH:10][C:11]([O:13][C:14]([CH3:17])([CH3:16])[CH3:15])=[O:12])[CH2:7][S:8][C@H:3]12.[CH3:27][C:28]1[CH:29]=CC(S(O)(=O)=O)=C[CH:33]=1.C(=O)(O)[O-].[Na+].C(C(C1C=CC=CC=1)(C(Cl)=O)C(Cl)=O)(C)(C)C.C([C:64]([C:71]1[CH:76]=[CH:75][CH:74]=[CH:73][CH:72]=1)([C:68]([OH:70])=O)[C:65]([OH:67])=[O:66])(C)(C)C>C1C=CC=CC=1.C(Cl)(=O)C(Cl)=O.CC(C)=O.O.CN(C)C=O>[C:14]([O:13][C:11]([CH:10]=[CH:9][C:6]1[CH2:7][S:8][C@@H:3]2[CH:2]([NH:1][C:68](=[O:70])[CH:64]([C:65]([O:67][C:28]([CH3:29])([CH3:33])[CH3:27])=[O:66])[C:71]3[CH:72]=[CH:73][CH:74]=[CH:75][CH:76]=3)[C:25](=[O:26])[N:4]2[C:5]=1[C:18]([O:20][C:21]([CH3:24])([CH3:23])[CH3:22])=[O:19])=[O:12])([CH3:17])([CH3:16])[CH3:15] |f:0.1,2.3|. Procedure details: To a cooled (0°-5° C.) suspension of 277 mg. (0.5 mmole) of tert-butyl 7-amino-3-(2'-tert-butoxycarbonylvinyl)-3-cephem-4-carboxylate-p-toluenesulfonate and 420 mg. (5 equivalents) of sodium bicarbonate in 20 cc. of dry acetone there was added about 1 mmole of tert-butyl phenylmalonic acid chloride (prepared from tert-butyl phenyl malonic acid in benzene plus oxalyl chloride and a trace of dimethylformamide [DMF] in acetone). After 10 minutes at 0°-5° C. and one and one-half hours at room temper... The reactants are CC(=O)O, O=[N+]([O-])O, c1ccc2c(c1)oc1ccccc12. The product is O=[N+]([O-])c1ccc2c(c1)oc1ccccc12. As a reaction SMILES: [CH3:18][C:19](=[O:20])[OH:21].[OH:14][N+:15]([O-:16])=[O:17].[cH:1]1[cH:2][cH:3][cH:4][c:5]2[o:6][c:7]3[c:8]([c:9]12)[cH:10][cH:11][cH:12][cH:13]3>>[cH:1]1[cH:2][c:3]([N+:15](=[O:14])[O-:16])[cH:4][c:5]2[o:6][c:7]3[c:8]([c:9]12)[cH:10][cH:11][cH:12][cH:13]3. Reactants: FC(C=1C=C(C=CC1)B(O)O)(F)F (3-Trifluoromethylphenylboronic acid), FC=1C=C(C=C(C1NS(=O)(=O)C)F)C(C)NC(=O)C=1N=C(SC1)Cl (2-chloro-thiazole-4-carboxylic acid [1-(3,5-difluoro-4-methanesulfonylamino-phenyl)-ethyl]-amide), C(=O)([O-])[O-].[Cs+].[Cs+] (Cs2CO3). Reagents/catalysts: Cl[Pd]([P](C1=CC=CC=C1)(C2=CC=CC=C2)C3=CC=CC=C3)([P](C4=CC=CC=C4)(C5=CC=CC=C5)C6=CC=CC=C6)Cl (Pd(PPh3)2Cl2). Product: FC=1C=C(C=C(C1NS(=O)(=O)C)F)C(C)NC(=O)C=1N=C(SC1)C1=CC(=CC=C1)C(F)(F)F (2-(3-Trifluoromethyl-phenyl)-thiazole-4-carboxylic acid [1-(3,5-difluoro-4-methanesulfonylamino-phenyl)-ethyl]-amide). Yield: 52.2%. Reaction SMILES: [F:1][C:2]([F:13])([F:12])[C:3]1[CH:4]=[C:5](B(O)O)[CH:6]=[CH:7][CH:8]=1.[F:14][C:15]1[CH:16]=[C:17]([CH:27]([NH:29][C:30]([C:32]2[N:33]=[C:34](Cl)[S:35][CH:36]=2)=[O:31])[CH3:28])[CH:18]=[C:19]([F:26])[C:20]=1[NH:21][S:22]([CH3:25])(=[O:24])=[O:23].C([O-])([O-])=O.[Cs+].[Cs+]>Cl[Pd](Cl)([P](C1C=CC=CC=1)(C1C=CC=CC=1)C1C=CC=CC=1)[P](C1C=CC=CC=1)(C1C=CC=CC=1)C1C=CC=CC=1>[F:26][C:19]1[CH:18]=[C:17]([CH:27]([NH:29][C:30]([C:32]2[N:33]=[C:34]([C:5]3[CH:6]=[CH:7][CH:8]=[C:3]([C:2]([F:13])([F:12])[F:1])[CH:4]=3)[S:35][CH:36]=2)=[O:31])[CH3:28])[CH:16]=[C:15]([F:14])[C:20]=1[NH:21][S:22]([CH3:25])(=[O:24])=[O:23] |f:2.3.4,^1:46,65|. Reported procedure: 3-Trifluoromethylphenylboronic acid (62.7 mg, 0.33 mmol) and 2-chloro-thiazole-4-carboxylic acid [1-(3,5-difluoro-4-methanesulfonylamino-phenyl)-ethyl]-amide (44.6 mg, 0.11 mmol) was reacted using Pd(PPh3)2Cl2 (10.5 mg, 0.015 mmol), Cs2CO3 (143.4 mg, 0.44 mmol) as described above to give the title compound (29 mg, 44%) after purification by flash chromatography on silica gel (hexane: EtOAc=1:1). Reactants: C1CCOC1, COC(=O)c1ccc(OCc2c(-c3ccc(F)cc3)noc2CO)nc1, CCOC(C)=O, CO, Cl, [Li+], [OH-], O. Yields the product O=C(O)c1ccc(OCc2c(-c3ccc(F)cc3)noc2CO)nc1. Reaction SMILES: [CH2:36]1[O:37][CH2:38][CH2:39][CH2:40]1.[CH3:1][O:2][C:3]([c:4]1[cH:5][n:6][c:7]([O:10][CH2:11][c:12]2[c:13](-[c:19]3[cH:20][cH:21][c:22]([F:25])[cH:23][cH:24]3)[n:14][o:15][c:16]2[CH2:17][OH:18])[cH:8][cH:9]1)=[O:26].[CH3:30][CH2:31][O:32][C:33](=[O:34])[CH3:35].[CH3:41][OH:42].[ClH:29].[Li+:27].[OH-:28].[OH2:43]>>[O:2]=[C:3]([c:4]1[cH:5][n:6][c:7]([O:10][CH2:11][c:12]2[c:13](-[c:19]3[cH:20][cH:21][c:22]([F:25])[cH:23][cH:24]3)[n:14][o:15][c:16]2[CH2:17][OH:18])[cH:8][cH:9]1)[OH:26]. The reactants are Cl (hydrochloric acid), O (water), O (water), Cl (HCl), [O-][Si](=O)[O-].[Na+].[Na+] (waterglass), O (water). Product: [Si]([O-])([O-])([O-])[O-].[Na+].[Na+].[Na+].[Na+] (sodium silicate). The yield is 18.5%. RXN SMILES: Cl.[O-:2][Si:3]([O-:5])=[O:4].[Na+:6].[Na+].[OH2:8]>>[Si:3]([O-:8])([O-:5])([O-:2])[O-:4].[Na+:6].[Na+:6].[Na+:6].[Na+:6] |f:1.2.3,5.6.7.8.9|. Reported procedure: Heimann (U.S.D. Pat. No. 2,316,241 dated Apr. 13, 1943) uses a gel that contains more water than the gels used in this invention. The patentee uses concentrated hydrochloric acid (the commercial product generally has 36% HCl) diluted with an equal volume of water, yielding approximately 18% acid. He neutralizes this with 40° Baume waterglass solution (37% sodium silicate) which is also diluted with an equal volume of water, resulting in an approximately 18.5% sodium silicate solution. The ingred... As a reaction SMILES: [CH3:1][NH:2][C:3](=[S:6])[NH:4][NH2:5].[CH:7](=O)[CH2:8][CH3:9].N1C=CC=CC=1.[C:17](Cl)(=[O:22])[C:18]([CH3:21])([CH3:20])[CH3:19]>C1(C)C=CC=CC=1>[CH2:8]([CH:9]1[S:6][C:3]([NH:2][CH3:1])=[N:4][N:5]1[C:17](=[O:22])[C:18]([CH3:21])([CH3:20])[CH3:19])[CH3:7]. Reported procedure: A 10.5 g. portion of 4-methylthiosemicarbazide was reacted with 5.8 g. of propionaldehyde in the presence of 7.9 g. of pyridine and 200 ml. of toluene, and 12.1 g. of pivaloyl chloride was added to produce 13.8 g. of the desired product, m.p. 78.5°-80°. The reactants are CNC(NN)=S (4-methylthiosemicarbazide), C(C(C)(C)C)(=O)Cl (pivaloyl chloride), C(CC)=O (propionaldehyde), N1=CC=CC=C1 (pyridine). Solvent: C1(=CC=CC=C1)C (toluene). The product is C(C)C1N(N=C(S1)NC)C(C(C)(C)C)=O (5-Ethyl-2-methylamino-4-pivaloyl-4,5-dihydro-1,3,4-thiadiazole). Starting materials: C(C)OC=NNC(=O)OC (Methyl 2-(ethoxymethylene)hydrazinecarboxylate), COC1=CC=C(CN)C=C1 (4-methoxybenzylamine). The solvent is C(C)O (ethanol). Conditions: temperature 50 celsius, time 18 hour. Yields the product COC1=CC=C(CNC=NNC(=O)OC)C=C1 (methyl 2-{[(4-methoxybenzyl)amino]methylene}hydrazine carboxylate). Reaction SMILES: C(O[CH:4]=[N:5][NH:6][C:7]([O:9][CH3:10])=[O:8])C.[CH3:11][O:12][C:13]1[CH:20]=[CH:19][C:16]([CH2:17][NH2:18])=[CH:15][CH:14]=1>C(O)C>[CH3:11][O:12][C:13]1[CH:20]=[CH:19][C:16]([CH2:17][NH:18][CH:4]=[N:5][NH:6][C:7]([O:9][CH3:10])=[O:8])=[CH:15][CH:14]=1. Procedure: Methyl 2-(ethoxymethylene)hydrazinecarboxylate (prepared according to the method of N. Shao et al., Tetrahedron Lett. 2006, 47, 6743-6746; 5.00 g, 34.2 mmol) and 4-methoxybenzylamine (4.44 mL, 34.2 mmol) were dissolved in ethanol (20 mL), and the reaction was heated to 50° C. for 2 hours, then allowed to stir at room temperature for 18 hours. Filtration provided the product as a solid. Yield: 4.80 g, 20.2 mmol, 59%. 1H NMR (400 MHz, CD3OD) δ 3.69 (br s, 3H), 3.78 (s, 3H), 4.27 (br s, 2H), 6.80 a... The reactants are NC1=NC(=CC(=N1)Cl)N (2,6-diamino-4-chloropyrimidine), C12(CC3CC(CC(C1)C3)C2)N2CCNCC2 (1-(1-adamantyl)-piperazine). Run in C(C)O (ethanol). Reaction conditions: temperature 170 celsius. Product: C12(CC3CC(CC(C1)C3)C2)N2CCN(CC2)C2=NC(=NC(=C2)N)N (1-(1-Adamantyl)-4-(2,6-diamino-4-pyrimidinyl)-piperazine). Yield: 80.2%. Reaction SMILES: [NH2:1][C:2]1[N:7]=[C:6](Cl)[CH:5]=[C:4]([NH2:9])[N:3]=1.[C:10]12([N:20]3[CH2:25][CH2:24][NH:23][CH2:22][CH2:21]3)[CH2:19][CH:14]3[CH2:15][CH:16]([CH2:18][CH:12]([CH2:13]3)[CH2:11]1)[CH2:17]2>C(O)C>[C:10]12([N:20]3[CH2:25][CH2:24][N:23]([C:6]4[CH:5]=[C:4]([NH2:9])[N:3]=[C:2]([NH2:1])[N:7]=4)[CH2:22][CH2:21]3)[CH2:17][CH:16]3[CH2:15][CH:14]([CH2:13][CH:12]([CH2:18]3)[CH2:11]1)[CH2:19]2. Procedure details: A mixture of 2,6-diamino-4-chloropyrimidine (0.43 g, 3.0 mmol) and 1-(1-adamantyl)-piperazine (0.66 g, 3.0 mmol) in ethanol (30 ml) was heated in a sealed tube at 170° C. for 3 hours. After cooling the solvent was removed, the solid residue was dissolved in water (45 ml) and acidified to pH=3 with conc. HCl. The obtained mixture was heated to 50° C. the insolubles were filtered off and the clear solution was rendered alkaline with 10N NaOH under stirring and cooling. The precipitated crystals we... Starting materials: solution, C(CCC)[Li] (n-butyllithium), C1(CCC1)C(=O)OC(C)(C)C (tert-butyl cyclobutanecarboxylate), BrC=1C=C(C=O)C=CC1Cl (3-bromo-4-chlorobenzaldehyde), C(C)(C)NC(C)C (diisopropylamine), [Cl-].[NH4+] (ammonium chloride). Run in CCCCCC (hexane), C1CCOC1 (THF), C1CCOC1 (THF), C1CCOC1 (THF). Reaction conditions: temperature -78 celsius, time 30 minute. Product: BrC=1C=C(C=CC1Cl)C(C1(CCC1)C(=O)OC(C)(C)C)O (tert-Butyl 1-[(3-bromo-4-chlorophenyl)(hydroxy)methyl]cyclobutanecarboxylate). As a reaction SMILES: C([Li])CCC.C(NC(C)C)(C)C.[CH:13]1([C:17]([O:19][C:20]([CH3:23])([CH3:22])[CH3:21])=[O:18])[CH2:16][CH2:15][CH2:14]1.[Br:24][C:25]1[CH:26]=[C:27]([CH:30]=[CH:31][C:32]=1[Cl:33])[CH:28]=[O:29].[Cl-].[NH4+]>CCCCCC.C1COCC1>[Br:24][C:25]1[CH:26]=[C:27]([CH:28]([OH:29])[C:13]2([C:17]([O:19][C:20]([CH3:23])([CH3:22])[CH3:21])=[O:18])[CH2:14][CH2:15][CH2:16]2)[CH:30]=[CH:31][C:32]=1[Cl:33] |f:4.5|. Reported procedure: 21.65 ml (54.12 mmol) of a 2.5 M solution of n-butyllithium in hexane were added dropwise to a solution, cooled to from −20° C. to −30° C., of 7.6 ml (54.12 mmol) of diisopropylamine in 30 ml of abs. THF. After the addition had ended, the mixture was stirred at from −20° C. to −30° C. for another 30 min. The mixture was then cooled to −78° C., and a solution of 6.2 g (39.7 mmol) of tert-butyl cyclobutanecarboxylate in 10 ml of abs. THF was added dropwise at this temperature. After 4 h at −78° C.... Starting materials: NC1=NC=C(C=C1)Br (2-amino-5-bromopyridine), BrCC(C(=O)OCC)=O (ethyl 3-bromo-2-oxopropanoate). The solvent is C(C)O (ethanol). Yields the product BrC=1C=CC=2N(C1)C=C(N2)C(=O)OCC (ethyl 6-bromoimidazo[1,2-a]pyridine-2-carboxylate). Yield: 72.9%. RXN SMILES: [NH2:1][C:2]1[CH:7]=[CH:6][C:5]([Br:8])=[CH:4][N:3]=1.Br[CH2:10][C:11](=O)[C:12]([O:14][CH2:15][CH3:16])=[O:13]>C(O)C>[Br:8][C:5]1[CH:6]=[CH:7][C:2]2[N:3]([CH:10]=[C:11]([C:12]([O:14][CH2:15][CH3:16])=[O:13])[N:1]=2)[CH:4]=1. Reported procedure: 15.00 g of 2-amino-5-bromopyridine (3), 16.99 g of ethyl 3-bromo-2-oxopropanoate were dissolved in ethanol (100 mL), and the solution is heated at reflux for 8 hours. The reaction mixture was concentrated, and saturated aqueous NaHCO3 was added to the residue. The resulting precipitate was isolated by filtration, and washed with water to afford 17.01 g of the titled compound as colorless powder (yield: 73%).